From a dataset of the Open Reaction Database (ORD), a public repository of structured organic reaction records. describe an organic reaction: reactants, conditions, products, and yield Starting materials: COP(=O)(CNCc1ccccc1)OC, CO, Cl, [Pd], c1ccccc1. Product: Cl, COP(=O)(CN)OC. RXN SMILES: [CH2:2]([c:3]1[cH:4][cH:5][cH:6][cH:7][cH:8]1)[NH:9][CH2:10][P:11]([O:12][CH3:13])([O:14][CH3:15])=[O:16].[CH3:17][OH:18].[ClH:1].[Pd:25].[cH:19]1[cH:20][cH:21][cH:22][cH:23][cH:24]1>>[ClH:1].[NH2:9][CH2:10][P:11]([O:12][CH3:13])([O:14][CH3:15])=[O:16]. Reactants: O, O=C(O)CCSc1ccccc1. Yields the product O=C1CCSc2ccccc21. As a reaction SMILES: [OH2:13].[c:1]1([S:7][CH2:8][CH2:9][C:10](=[O:11])[OH:12])[cH:2][cH:3][cH:4][cH:5][cH:6]1>>[c:1]12[c:2]([cH:3][cH:4][cH:5][cH:6]1)[C:10](=[O:12])[CH2:9][CH2:8][S:7]2. Starting materials: [BH4-], Cl, [Na+], [Na+], O=C(O)CC1CCCCC1=O, [OH-]. Yields the product O=C1CC2CCCCC2O1. Reaction SMILES: [BH4-:12].[ClH:14].[Na+:13].[Na+:16].[O:1]=[C:2]1[CH:3]([CH2:8][C:9](=[O:10])[OH:11])[CH2:4][CH2:5][CH2:6][CH2:7]1.[OH-:15]>>[CH:2]12[CH:3]([CH2:4][CH2:5][CH2:6][CH2:7]1)[CH2:8][C:9](=[O:10])[O:11]2.